This data is from the Open Reaction Database (ORD), a public repository of structured organic reaction records. The task is: describe an organic reaction: reactants, conditions, products, and yield Reactants: COC(=O)[C@@H]1C[C@@H]([C@H](C1)O)N=[N+]=[N-] ((1R,3S,4S)-3-azido-4-hydroxy-cyclopentanecarboxylic acid methyl ester), BrCC1CC1 ((bromomethyl)cyclopropane). The product is COC(=O)C1C[C@@H]([C@H](C1)OCC1CC1)N=[N+]=[N-] ((3S,4S)-3-azido-4-cyclopropylmethoxy-cyclopentanecarboxylic acid methyl ester). As a reaction SMILES: [CH3:1][O:2][C:3]([C@H:5]1[CH2:9][C@H:8]([OH:10])[C@@H:7]([N:11]=[N+:12]=[N-:13])[CH2:6]1)=[O:4].Br[CH2:15][CH:16]1[CH2:18][CH2:17]1>>[CH3:1][O:2][C:3]([CH:5]1[CH2:9][C@H:8]([O:10][CH2:15][CH:16]2[CH2:18][CH2:17]2)[C@@H:7]([N:11]=[N+:12]=[N-:13])[CH2:6]1)=[O:4]. Procedure: In analogy to example 11A (1R,3S,4S)-3-azido-4-hydroxy-cyclopentanecarboxylic acid methyl ester (CAS 213742-85-9) was reacted with (bromomethyl)cyclopropane to give (3S,4S)-3-azido-4-cyclopropylmethoxy-cyclopentanecarboxylic acid methyl ester. Colorless oil. The reactants are CC1(OC2=C(C(=CC(=C2)C(C)C(CCCCC)C)O)C=2C1=CC=NC2)C (5,5-dimethyl-10-hydroxy-8-(3-methyl-2-octyl)-5H-[1]benzopyrano[3,4-d]pyridine), Cl.O1CCN(CC1)CCCC(=O)O (γ-morpholinobutyric acid hydrochloride), C1(CCCCC1)N=C=NC1CCCCC1 (dicyclohexyl carbodiimide). Yields the product Cl.CC1(OC2=C(C(=CC(=C2)C(C)C(CCCCC)C)OC(CCCN2CCOCC2)=O)C=2C1=CC=NC2)C (5,5-Dimethyl-8-(3-methyl-2-octyl)-10-[4-(morpholino)butyryloxy]-5H-[1]benzopyrano[3,4-d]pyridine hydrochloride). RXN SMILES: [CH3:1][C:2]1([CH3:26])[C:21]2=[CH:22][CH:23]=[N:24][CH:25]=[C:20]2[C:5]2[C:6]([OH:19])=[CH:7][C:8]([CH:10]([CH:12]([CH3:18])[CH2:13][CH2:14][CH2:15][CH2:16][CH3:17])[CH3:11])=[CH:9][C:4]=2[O:3]1.[ClH:27].[O:28]1[CH2:33][CH2:32][N:31]([CH2:34][CH2:35][CH2:36][C:37](O)=[O:38])[CH2:30][CH2:29]1.C1(N=C=NC2CCCCC2)CCCCC1>>[ClH:27].[CH3:26][C:2]1([CH3:1])[C:21]2=[CH:22][CH:23]=[N:24][CH:25]=[C:20]2[C:5]2[C:6]([O:19][C:37](=[O:38])[CH2:36][CH2:35][CH2:34][N:31]3[CH2:30][CH2:29][O:28][CH2:33][CH2:32]3)=[CH:7][C:8]([CH:10]([CH:12]([CH3:18])[CH2:13][CH2:14][CH2:15][CH2:16][CH3:17])[CH3:11])=[CH:9][C:4]=2[O:3]1 |f:1.2,4.5|. Procedure: 5,5-Dimethyl-8-(3-methyl-2-octyl)-10-[4-(morpholino)butyryloxy]-5H-[1]benzopyrano[3,4-d]pyridine hydrochloride is prepared according to the method of Example 29 by reacting equimolar quantities of 5,5-dimethyl-10-hydroxy-8-(3-methyl-2-octyl)-5H-[1]benzopyrano[3,4-d]pyridine and γ-morpholinobutyric acid hydrochloride in the presence of dicyclohexyl carbodiimide. Starting materials: C(C)(C)(C)OC([C@H](CC(C)C)NC(C1=CC(=C(C=C1)NC(CC)CC)[N+](=O)[O-])=O)=O ((S)-2-[4-(1-ethyl-propylamino)-3-nitro-benzoylamino]-4-methyl-pentanoic acid tert-butyl ester). Reagents/catalysts: [Pd] (palladium on carbon). Solvent: C(C)O (ethanol). Run at time 4 hour. Product: C(C)(C)(C)OC([C@H](CC(C)C)NC(C1=CC(=C(C=C1)NC(CC)CC)N)=O)=O ((S)-2-[3-amino-4-(1-ethyl-propylamino)-benzoylamino]-4-methyl-pentanoic acid tert-butyl ester). The yield is 60.8%. As a reaction SMILES: [C:1]([O:5][C:6](=[O:30])[C@@H:7]([NH:12][C:13](=[O:29])[C:14]1[CH:19]=[CH:18][C:17]([NH:20][CH:21]([CH2:24][CH3:25])[CH2:22][CH3:23])=[C:16]([N+:26]([O-])=O)[CH:15]=1)[CH2:8][CH:9]([CH3:11])[CH3:10])([CH3:4])([CH3:3])[CH3:2]>C(O)C.[Pd]>[C:1]([O:5][C:6](=[O:30])[C@@H:7]([NH:12][C:13](=[O:29])[C:14]1[CH:19]=[CH:18][C:17]([NH:20][CH:21]([CH2:24][CH3:25])[CH2:22][CH3:23])=[C:16]([NH2:26])[CH:15]=1)[CH2:8][CH:9]([CH3:10])[CH3:11])([CH3:2])([CH3:3])[CH3:4]. Procedure details: 11.5 g of (S)-2-[4-(1-ethyl-propylamino)-3-nitro-benzoylamino]-4-methyl-pentanoic acid tert-butyl ester were dissolved in 100 ml ethanol, 1.0 g of palladium on carbon (10%) were added and the mixture was hydrogenated at 5 bar for 4 h. the catalyst was removed by filtration over celite, and the reaction mixture was concentrated and purified by chromatography (silica, heptane/ethyl acetate) to yield 6.5 g (61%) of (S)-2-[3-amino-4-(1-ethyl-propylamino)-benzoylamino]-4-methyl-pentanoic acid tert-bu... Starting materials: OC1=CC2=C(C=CO2)C=C1 (6-hydroxybenzofuran), C([O-])([O-])=O.[K+].[K+] (potassium carbonate), O (water), BrCCC (bromopropane). The solvent is CN(C)C=O (DMF). Product: C(CC)OC1=CC=CC=2C=COC21 (7-propoxybenzofuran). Yield: 54.5%. RXN SMILES: O[C:2]1[CH:10]=[CH:9][C:5]2[CH:6]=[CH:7][O:8][C:4]=2[CH:3]=1.[C:11](=[O:14])([O-])[O-].[K+].[K+].Br[CH2:18][CH2:19]C.O>CN(C=O)C>[CH2:11]([O:14][C:3]1[C:4]2[O:8][CH:7]=[CH:6][C:5]=2[CH:9]=[CH:10][CH:2]=1)[CH2:18][CH3:19] |f:1.2.3|. Reported procedure: To a solution of 6-hydroxybenzofuran (1.30 g) in DMF (15 ml) was added potassium carbonate (1.88 g) and then was added dropwise bromopropane (1.44 g) under nitrogen atmosphere, and the mixture was refluxed overnight. To the mixture was added water, and the mixture was extracted with ethyl acetate (twice). The organic layer was washed with water (three times) and then washed with saturated brine, and dried with magnesium sulfate. Under reduced pressure, the solvent was evaporated to give yellow o... The reactants are C(C)(=O)O.O[C@@H]1[C@H](COC1)OC1=NC(=NC2=CC=CC=C12)N1CCNCC1 (4-[(3S,4S)-(4-hydroxytetrahydrofuran-3-yl)oxy]-2-(1-piperazinyl) quinazoline monoacetate), Cl.CO (HCl methanol). Run in CO (methanol). Yields the product Cl.O[C@@H]1[C@H](COC1)OC1=NC(=NC2=CC=CC=C12)N1CCNCC1 (4-[(3S,4S)-(4-hydroxytetrahydrofuran-3-yl)oxy]-2-(1-piperazinyl)quinazoline monohydrochloride). As a reaction SMILES: C(O)(=O)C.[OH:5][C@H:6]1[CH2:10][O:9][CH2:8][C@@H:7]1[O:11][C:12]1[C:21]2[C:16](=[CH:17][CH:18]=[CH:19][CH:20]=2)[N:15]=[C:14]([N:22]2[CH2:27][CH2:26][NH:25][CH2:24][CH2:23]2)[N:13]=1.[ClH:28].CO>CO>[ClH:28].[OH:5][C@H:6]1[CH2:10][O:9][CH2:8][C@@H:7]1[O:11][C:12]1[C:21]2[C:16](=[CH:17][CH:18]=[CH:19][CH:20]=2)[N:15]=[C:14]([N:22]2[CH2:23][CH2:24][NH:25][CH2:26][CH2:27]2)[N:13]=1 |f:0.1,2.3,5.6|. Reported procedure: To a solution of 4-[(3S,4S)-(4-hydroxytetrahydrofuran-3-yl)oxy]-2-(1-piperazinyl)quinazoline monoacetate (cf. Example 17) (1.54 g) in methanol (44 ml) is added 2N HCl-methanol (2.25 ml), and the mixture is evaporated to dryness under reduced pressure. The residue is washed with acetone and recrystallized from methanol-acetone to give 4-[(3S,4S)-(4-hydroxytetrahydrofuran-3-yl)oxy]-2-(1-piperazinyl)quinazoline monohydrochloride (775 mg) as crystals. Starting materials: CC(C)=O, Cc1ccc2cc(NC(=O)c3cccc(CCl)c3)ccc2n1, [I-], [Na+]. The product is Cc1ccc2cc(NC(=O)c3cccc(CI)c3)ccc2n1. As a reaction SMILES: [CH3:25][C:26](=[O:27])[CH3:28].[Cl:1][CH2:2][c:3]1[cH:4][c:5]([C:6](=[O:7])[NH:8][c:9]2[cH:10][c:11]3[cH:12][cH:13][c:14]([CH3:19])[n:15][c:16]3[cH:17][cH:18]2)[cH:20][cH:21][cH:22]1.[I-:24].[Na+:23]>>[CH2:2]([c:3]1[cH:4][c:5]([C:6](=[O:7])[NH:8][c:9]2[cH:10][c:11]3[cH:12][cH:13][c:14]([CH3:19])[n:15][c:16]3[cH:17][cH:18]2)[cH:20][cH:21][cH:22]1)[I:24].